From a dataset of the Open Reaction Database (ORD), a public repository of structured organic reaction records. describe an organic reaction: reactants, conditions, products, and yield Reactants: CCCCCNS(=O)(=O)c1cnccc1N, CCOC(C)=O, CC(C)O, Cl. The product is CCCCCN1CNc2ccncc2S1(=O)=O. Reaction SMILES: [CH2:1]([CH2:2][CH2:3][CH2:4][CH3:5])[NH:6][S:7](=[O:8])(=[O:9])[c:10]1[cH:11][n:12][cH:13][cH:14][c:15]1[NH2:16].[CH3:17][CH2:18][O:19][C:20](=[O:21])[CH3:22].[CH:24]([OH:25])([CH3:26])[CH3:27].[ClH:23]>>[CH2:1]([CH2:2][CH2:3][CH2:4][CH3:5])[N:6]1[S:7](=[O:8])(=[O:9])[c:10]2[cH:11][n:12][cH:13][cH:14][c:15]2[NH:16][CH2:17]1. Reactants: O=[N+]([O-])c1cc(Cl)cc([N+](=O)[O-])c1, [K+], [K+], O=C([O-])[O-], CN(C)C=O, O, CC(=O)Nc1ccc(CO)cc1. The product is CC(=O)Nc1ccc(COc2cc(Cl)cc([N+](=O)[O-])c2)cc1. RXN SMILES: [Cl:1][c:2]1[cH:3][c:4]([N+:11]([O-:12])=[O:13])[cH:5][c:6]([N+:8](=[O:9])[O-:10])[cH:7]1.[K+:26].[K+:27].[O-:28][C:29]([O-:30])=[O:31].[O:32]=[CH:33][N:34]([CH3:35])[CH3:36].[OH2:37].[OH:14][CH2:15][c:16]1[cH:17][cH:18][c:19]([NH:22][C:23]([CH3:24])=[O:25])[cH:20][cH:21]1>>[Cl:1][c:2]1[cH:3][c:4]([O:14][CH2:15][c:16]2[cH:17][cH:18][c:19]([NH:22][C:23]([CH3:24])=[O:25])[cH:20][cH:21]2)[cH:5][c:6]([N+:8](=[O:9])[O-:10])[cH:7]1. Starting materials: NC=1C2=C(N=CN1)N(C=C2C#C[Si](C)(C)C)[C@H]2C[C@H](O)[C@H](O2)CO (4-Amino-7-[2-deoxy-β-D-erythropentofuranosyl]-5-trimethylsilylethynyl-7H-pyrrolo[2,3-d]pyrimidine), C(=O)([O-])[O-].[K+].[K+] (K2CO3). The solvent is CO (MeOH). Yields the product NC=1C2=C(N=CN1)N(C=C2C#C)[C@H]2C[C@H](O)[C@H](O2)CO (4-Amino-7-[2-deoxy-β-D-erythropentofuranosyl]-5-ethynyl-7H-pyrrolo[2,3-d]pyrimidine). Isolated yield 73.0%. As a reaction SMILES: [NH2:1][C:2]1[C:3]2[C:10]([C:11]#[C:12][Si](C)(C)C)=[CH:9][N:8]([C@@H:17]3[O:22][C@H:21]([CH2:23][OH:24])[C@@H:19]([OH:20])[CH2:18]3)[C:4]=2[N:5]=[CH:6][N:7]=1.C([O-])([O-])=O.[K+].[K+]>CO>[NH2:1][C:2]1[C:3]2[C:10]([C:11]#[CH:12])=[CH:9][N:8]([C@@H:17]3[O:22][C@H:21]([CH2:23][OH:24])[C@@H:19]([OH:20])[CH2:18]3)[C:4]=2[N:5]=[CH:6][N:7]=1 |f:1.2.3|. Procedure details: 200 mg of compound (23) are dissolved in 20 ml of MeOH. Adding 8 mg of K2CO3 results in hydrolysis after 1 h of stirring. After the solution has been subjected to rotary evaporation, the residue is chromatographed on silica gel in the eluent methylene chloride/MeOH (8:1). Recrystallization from MeOH results in colorless crystals (73%). Calc. C 56.93, H 5.15, N 20.43; found C 56.77, H 5.71, N 20.42. 1H-NMR (DMSO): 8.13 (s, 1H, H-2), 7.81 (s, 1H, H-6), 6.65 (broad, 2H, NH2), 6.49 (t, 1H, H-1′), 5....